describe an organic reaction: reactants, conditions, products, and yield From a dataset of the Open Reaction Database (ORD), a public repository of structured organic reaction records. Reactants: SC=1N=NC(=C(N1)C1=CC=C(C=C1)F)C1=CC=C(C=C1)F (3-Mercapto-5,6-bis(4-fluorophenyl)-1,2,4-triazine), CI (methyl iodide), [OH-].[Na+] (sodium hydroxide). Solvent: C(C)O (ethanol). The product is CSC=1N=NC(=C(N1)C1=CC=C(C=C1)F)C1=CC=C(C=C1)F (3-Methylthio-5,6-bis(4-fluorophenyl)-1,2,4-triazine). Reaction SMILES: [SH:1][C:2]1[N:3]=[N:4][C:5]([C:15]2[CH:20]=[CH:19][C:18]([F:21])=[CH:17][CH:16]=2)=[C:6]([C:8]2[CH:13]=[CH:12][C:11]([F:14])=[CH:10][CH:9]=2)[N:7]=1.[CH3:22]I.[OH-].[Na+]>C(O)C>[CH3:22][S:1][C:2]1[N:3]=[N:4][C:5]([C:15]2[CH:20]=[CH:19][C:18]([F:21])=[CH:17][CH:16]=2)=[C:6]([C:8]2[CH:9]=[CH:10][C:11]([F:14])=[CH:12][CH:13]=2)[N:7]=1 |f:2.3|. Reported procedure: 3-Mercapto-5,6-bis(4-fluorophenyl)-1,2,4-triazine, 16.6 g. (0.05 mole), was reacted with 7 g. (0.05 mole) of methyl iodide in 75 ml. of ethanol containing 2 g. (0.05 mole) of sodium hydroxide by the method of Example 4(B). The yield was 13.2 g. of 3-methylthio-5,6-bis(4-fluorophenyl)-1,2,4-triazine, mp about 132°-135°C., after crystallization from ethanol. Reactants: C(C1=CC=CC=C1)OC(=O)Cl (benzylchloroformate), Cl.Cl.FC1=CC(=C(C=C1)[C@@H]1NCCNC1)C (2-(S)-(4-fluoro-2-methyl-phenyl)-piperazine dihydrochloride), TEA. Solvent: C(Cl)Cl (DCM), C(Cl)Cl (DCM). Conditions: temperature 0 celsius, time 2 hour. Yields the product C(C1=CC=CC=C1)OC(=O)N1C[C@@H](NCC1)C1=C(C=C(C=C1)F)C (1-(Benzyloxycarbonyl)-3-(S)-(4-fluoro-2-methyl-phenyl)-piperazine). RXN SMILES: [CH2:1]([O:8][C:9](Cl)=[O:10])[C:2]1[CH:7]=[CH:6][CH:5]=[CH:4][CH:3]=1.Cl.Cl.[F:14][C:15]1[CH:20]=[CH:19][C:18]([C@H:21]2[CH2:26][NH:25][CH2:24][CH2:23][NH:22]2)=[C:17]([CH3:27])[CH:16]=1>C(Cl)Cl>[CH2:1]([O:8][C:9]([N:25]1[CH2:24][CH2:23][NH:22][C@@H:21]([C:18]2[CH:19]=[CH:20][C:15]([F:14])=[CH:16][C:17]=2[CH3:27])[CH2:26]1)=[O:10])[C:2]1[CH:7]=[CH:6][CH:5]=[CH:4][CH:3]=1 |f:1.2.3|. Reported procedure: A solution of benzylchloroformate (376 μL) in dry DCM (20 mL) was added drop-wise to a solution of the 2-(S)-(4-fluoro-2-methyl-phenyl)-piperazine dihydrochloride (700 mg) and TEA (1.1 mL) in DCM (30 mL) previously cooled to 0° C. under a nitrogen atmosphere. The mixture was stirred at r.t. for 2 hrs, then washed with brine. The organic layer was dried, concentrated in vacuo and the residue was purified by flash chromatography (from CH/AcOEt 1:1 to AcOEt 100%) to give the title compound (750 mg)... The reactants are C1OC2=CC3=C(CCNCC3)C=C2O1 (2,3,4,5-tetrahydro-7,8-methylenedioxy-1H-3-benzazepine), C=O (formaldehyde). The solvent is CO (methanol). Yields the product CN1CCC2=C(CC1)C=C1C(=C2)OCO1 (2,3,4,5-Tetrahydro-3-methyl-7,8-methylenedioxy-1H-3-benzazepine). RXN SMILES: [CH2:1]1[O:14][C:13]2[C:3](=[CH:4][C:5]3[CH2:11][CH2:10][NH:9][CH2:8][CH2:7][C:6]=3[CH:12]=2)[O:2]1.[CH2:15]=O>CO>[CH3:15][N:9]1[CH2:10][CH2:11][C:5]2[CH:4]=[C:3]3[O:2][CH2:1][O:14][C:13]3=[CH:12][C:6]=2[CH2:7][CH2:8]1. Procedure: 19.1 g (0.1 M) of 2,3,4,5-tetrahydro-7,8-methylenedioxy-1H-3-benzazepine base was dissolved in 100 ml of methanol and 12 ml of 37% formaldehyde (0.148 moles) added thereto. In a few minutes, a new precipitate began to form with the evolution of heat. To this suspension 5 g of methanol-washed Raney nickel was added and the mixture shaken under 50 lbs. of hydrogen pressure. Uptake of hydrogen was complete in about an hour after which the excess hydrogen was vented, the catalyst removed by filtrati...